This data is from the Open Reaction Database (ORD), a public repository of structured organic reaction records. The task is: describe an organic reaction: reactants, conditions, products, and yield Starting materials: COC1=C(N)C=CC(=C1)OC (2,4-dimethoxyaniline), ClC1=NC=C(C(=N1)Cl)F (2,4-dichloro-5-fluoropyrimidine), C(C)(C)N(C(C)C)CC (N,N-Diisopropyl-ethylamine). Solvent: C(C)(C)O (isopropanol). Reaction conditions: time 24 hour. Yields the product ClC1=NC=C(C(=N1)NC1=C(C=C(C=C1)OC)OC)F ((2-chloro-5-fluoro-pyrimidin-4-yl)-(2,4-dimethoxy-phenyl) amine). As a reaction SMILES: [CH3:1][O:2][C:3]1[CH:9]=[C:8]([O:10][CH3:11])[CH:7]=[CH:6][C:4]=1[NH2:5].[Cl:12][C:13]1[N:18]=[C:17](Cl)[C:16]([F:20])=[CH:15][N:14]=1.C(N(CC)C(C)C)(C)C>C(O)(C)C>[Cl:12][C:13]1[N:18]=[C:17]([NH:5][C:4]2[CH:6]=[CH:7][C:8]([O:10][CH3:11])=[CH:9][C:3]=2[O:2][CH3:1])[C:16]([F:20])=[CH:15][N:14]=1. Procedure: 2,4-dimethoxyaniline (4.1 g, 24.6 mmol) was added to a solution of 2,4-dichloro-5-fluoropyrimidine (4.1 g, 24.6 mmol) in isopropanol (16 mL). N,N-Diisopropyl-ethylamine (6.30 g, 8.50 mL, 48.8 mmol) was added and the mixture was allowed to stir at room temperature for 24 h. The solution was partitioned between ethyl acetate and water. The organic phase was separated and washed with brine, dried over anhydrous magnesium sulfate, filtered, and concentrated to afford an oil. This oil was purified vi...